This data is from the Open Reaction Database (ORD), a public repository of structured organic reaction records. The task is: describe an organic reaction: reactants, conditions, products, and yield Starting materials: C(C)OC(=O)C1=CC(=C2C(=C(C(=CN2C1=O)F)Cl)C)C1CC1 (8-chloro-1-cyclopropyl-7-fluoro-9-methyl-4-oxo-4H-quinolizine-3-carboxylic acid ethyl ester), C([O-])(O)=O.[Na+] (sodium bicarbonate), C(C)(C)(C)OC(=O)N[C@H](C)[C@H]1CNCC1 ((3R,1R)-3-(1-(t-butoxycarbonylamino)ethyl)-pyrrolidine). Solvent: C(C)#N (acetonitrile). The product is Cl.NC(C)C1CN(CC1)C=1C(=C2C(=CC(=CN2C(C1C(=O)O)=O)F)C)C1CC1 (3-(1-Aminoethyl)pyrrolidinyl-1-cyclopropyl-7-fluoro-9-methyl-4-oxo-4H-quinolizine-3-carboxylic acid hydrochloride). As a reaction SMILES: C([O:3][C:4]([C:6]1[C:15](=[O:16])[N:14]2[C:9]([C:10]([CH3:19])=[C:11]([Cl:18])[C:12]([F:17])=[CH:13]2)=[C:8]([CH:20]2[CH2:22][CH2:21]2)[CH:7]=1)=[O:5])C.C(=O)(O)[O-].[Na+].C(OC([NH:35][C@@H:36]([C@@H:38]1[CH2:42][CH2:41][NH:40][CH2:39]1)[CH3:37])=O)(C)(C)C>C(#N)C>[ClH:18].[NH2:35][CH:36]([CH:38]1[CH2:42][CH2:41][N:40]([C:7]2[C:8]([CH:20]3[CH2:22][CH2:21]3)=[C:9]3[N:14]([C:15](=[O:16])[C:6]=2[C:4]([OH:3])=[O:5])[CH:13]=[C:12]([F:17])[CH:11]=[C:10]3[CH3:19])[CH2:39]1)[CH3:37] |f:1.2,5.6|. Reported procedure: A 0.35 g sample of 8-chloro-1-cyclopropyl-7-fluoro-9-methyl-4-oxo-4H-quinolizine-3-carboxylic acid ethyl ester, from Example 253i above, and 0.73 g of sodium bicarbonate were dissolved in 24 mL of anhydrous acetonitrile, reacted with (3R,1R)-3-(1-(t-butoxycarbonylamino)ethyl)-pyrrolidine (0.51 g, prepared as described by Schroeder et al., J. Heterocyclic Chem., 29:1481-1498 (1992)), and carried forward as described in Example 253k-l to give the title product. mp 220°-222° C. MS 374 (M+H)+ ; 1H N... Reactants: FC=1N=NC(=CC1C)C1=CC=CC=C1 (3-fluoro-4-methyl-6-phenylpyridazine), [NH4+].[OH-] (NH4OH). Product: NC=1N=NC(=CC1C)C1=CC=CC=C1 (3-amino-4-methyl-6-phenylpyridazine). As a reaction SMILES: F[C:2]1[N:3]=[N:4][C:5]([C:9]2[CH:14]=[CH:13][CH:12]=[CH:11][CH:10]=2)=[CH:6][C:7]=1[CH3:8].[NH4+:15].[OH-]>>[NH2:15][C:2]1[N:3]=[N:4][C:5]([C:9]2[CH:14]=[CH:13][CH:12]=[CH:11][CH:10]=2)=[CH:6][C:7]=1[CH3:8] |f:1.2|. Procedure: A mixture of 3-fluoro-4-methyl-6-phenylpyridazine (1.0 g) and 50 mL of 28% aqueous NH4OH is heated in a pressure bottle to 95°-100° C. The reaction mixture is cooled and thereafter extracted with CH2Cl2. The organic materials are then extracted with 10% aqueous HCl. The acid phase is washed with CH2Cl2, cooled and basified with caustic. The resulting mixture is extracted several times with CH2Cl2. The organic extracts are then combined and dried with MgSO4 and the remaining liquid is concentrate... Starting materials: COC1=CC(=CC=2C(CCC(C12)(C)C)(C)C)C (1-Methoxy-3,5,5,8,8-pentamethyl-5,6,7,8-tetrahydronaphthalene), C(C)(=O)O (acetic acid), P(O)(O)(O)=O (phosphoric acid), Cl (hydrochloric acid), C=O (paraformaldehyde). Solvent: C1=CC=CC=C1 (benzene). Reaction conditions: temperature 95 celsius. Yields the product ClCC1=C(C=2C(CCC(C2C=C1C)(C)C)(C)C)OC (2-chloromethyl-1-methoxy-3,5,5,8,8,-pentamethyl-5,6,7,8-tetrahydronaphthalene). As a reaction SMILES: [CH3:1][O:2][C:3]1[C:12]2[C:11]([CH3:14])([CH3:13])[CH2:10][CH2:9][C:8]([CH3:16])([CH3:15])[C:7]=2[CH:6]=[C:5]([CH3:17])[CH:4]=1.C(O)(=O)C.P(=O)(O)(O)O.[ClH:27].[CH2:28]=O>C1C=CC=CC=1>[Cl:27][CH2:28][C:4]1[C:5]([CH3:17])=[CH:6][C:7]2[C:8]([CH3:16])([CH3:15])[CH2:9][CH2:10][C:11]([CH3:13])([CH3:14])[C:12]=2[C:3]=1[O:2][CH3:1]. Reported procedure: 1-Methoxy-3,5,5,8,8-pentamethyl-5,6,7,8-tetrahydronaphthalene (23.2 g, 0.1 mol), prepared according to Example 2, was added to a stirred solution of acetic acid (18.2 g, 0.3 mol), 85% phosphoric acid (17.6 g, 0.15 mol), hydrochloric acid (28.7 g, 0.3 mol) and paraformaldehyde (7.3 g, 0.24 mol). The mixture was stirred and heated at 95° C. for 16 h. The reaction mixture was then cooled to 25° C., benzene (50 mL) added, and stirred vigorously. The organic layer was separated, washed with water (2×... Starting materials: O=S(=O)(Cl)c1cc(C(F)(F)F)ccc1Br, CCN(C(C)C)C(C)C, ClCCl, CC(C)(C)OC(=O)N1CCNCC1. The product is CC(C)(C)OC(=O)N1CCN(S(=O)(=O)c2cc(C(F)(F)F)ccc2Br)CC1. As a reaction SMILES: [Br:23][c:24]1[c:25]([S:34](=[O:35])(=[O:36])[Cl:37])[cH:26][c:27]([C:30]([F:31])([F:32])[F:33])[cH:28][cH:29]1.[CH:14]([N:15]([CH2:16][CH3:17])[CH:18]([CH3:19])[CH3:20])([CH3:21])[CH3:22].[Cl:38][CH2:39][Cl:40].[N:1]1([C:7](=[O:8])[O:9][C:10]([CH3:11])([CH3:12])[CH3:13])[CH2:2][CH2:3][NH:4][CH2:5][CH2:6]1>>[N:1]1([C:7](=[O:8])[O:9][C:10]([CH3:11])([CH3:12])[CH3:13])[CH2:2][CH2:3][N:4]([S:34]([c:25]2[c:24]([Br:23])[cH:29][cH:28][c:27]([C:30]([F:31])([F:32])[F:33])[cH:26]2)(=[O:35])=[O:36])[CH2:5][CH2:6]1. The reactants are C(C)(=O)N1C(CC(C2=CC(=CC=C12)Br)NC=O)CCC ((1-acetyl-6-bromo-2-propyl-1,2,3,4-tetrahydro-4-quinolinyl)formamide), C(=O)(O)[O-].[Na+] (NaHCO3), intermediate 88, Cl (HCl). Solvent: C(C)O (ethanol). Run at temperature 75 celsius, time 40 minute. The product is C(C)(=O)N1[C@H](C[C@H](C2=CC(=CC=C12)Br)N)CCC ((cis)-1-acetyl-6-bromo-2-propyl-1,2,3,4-tetrahydro-4-quinolinamine). Yield: 87.0%. RXN SMILES: [C:1]([N:4]1[C:13]2[C:8](=[CH:9][C:10]([Br:14])=[CH:11][CH:12]=2)[CH:7]([NH:15]C=O)[CH2:6][CH:5]1[CH2:18][CH2:19][CH3:20])(=[O:3])[CH3:2].Cl.C([O-])(O)=O.[Na+]>C(O)C>[C:1]([N:4]1[C:13]2[C:8](=[CH:9][C:10]([Br:14])=[CH:11][CH:12]=2)[C@H:7]([NH2:15])[CH2:6][C@@H:5]1[CH2:18][CH2:19][CH3:20])(=[O:3])[CH3:2] |f:2.3|. Reported procedure: (1-acetyl-6-bromo-2-propyl-1,2,3,4-tetrahydro-4-quinolinyl)formamide (for a preparation see intermediate 88) (0.5 g, 1.474 mmol) was suspended in ethanol (4 mL) and treated with HCl (5N in water, 1 ml, 5.00 mmol). The resulting mixture was stirred at 75° C. for 40 min under microwave irradiation then cooled to room temperature. The reaction mixture was basified with a saturated NaHCO3 aqueous solution (50 mL), and the aqueous phase was extracted with AcOEt (3×50 mL). The combined organic phases ... Reactants: ClC=1C(=C(C=CC1)[C@H]1[C@@H](N[C@H]([C@]1(C#N)C1=C(C=C(C=C1)Cl)F)CC(C)(C)C)C(=O)NC1=CC=C(CNC(OC(C)(C)C)=O)C=C1)F (rac tert-butyl 4-((2R,3S,4R,5S)-3-(3-chloro-2-fluorophenyl)-4-(4-chloro-2-fluorophenyl)-4-cyano-5-neopentylpyrrolidine-2-carboxamido)benzylcarbamate), FC(C(=O)O)(F)F (TRIFLUOROACETIC ACID). Solvent: C(Cl)Cl (CH2Cl2). Run at time 1.5 hour. The product is NCC1=CC=C(C=C1)NC(=O)C1NC(C(C1C1=C(C(=CC=C1)Cl)F)(C#N)C1=C(C=C(C=C1)Cl)F)CC(C)(C)C (rac-(2R,3S,4R,5S)-4-(4-Chloro-2-fluoro-phenyl)-3-(3-chloro-2-fluoro-phenyl)-4-cyano-5-(2,2-dimethyl-propyl)-pyrrolidine-2-carboxylic acid (4-aminomethyl-phenyl)-amide). Isolated yield 99.7%. Reaction SMILES: [Cl:1][C:2]1[C:3]([F:46])=[C:4]([C@@H:8]2[C@:12]([C:15]3[CH:20]=[CH:19][C:18]([Cl:21])=[CH:17][C:16]=3[F:22])([C:13]#[N:14])[C@H:11]([CH2:23][C:24]([CH3:27])([CH3:26])[CH3:25])[NH:10][C@H:9]2[C:28]([NH:30][C:31]2[CH:45]=[CH:44][C:34]([CH2:35][NH:36]C(=O)OC(C)(C)C)=[CH:33][CH:32]=2)=[O:29])[CH:5]=[CH:6][CH:7]=1.FC(F)(F)C(O)=O>C(Cl)Cl>[NH2:36][CH2:35][C:34]1[CH:44]=[CH:45][C:31]([NH:30][C:28]([CH:9]2[CH:8]([C:4]3[CH:5]=[CH:6][CH:7]=[C:2]([Cl:1])[C:3]=3[F:46])[C:12]([C:15]3[CH:20]=[CH:19][C:18]([Cl:21])=[CH:17][C:16]=3[F:22])([C:13]#[N:14])[CH:11]([CH2:23][C:24]([CH3:27])([CH3:26])[CH3:25])[NH:10]2)=[O:29])=[CH:32][CH:33]=1. Procedure details: To a solution of rac tert-butyl 4-((2R,3S,4R,5S)-3-(3-chloro-2-fluorophenyl)-4-(4-chloro-2-fluorophenyl)-4-cyano-5-neopentylpyrrolidine-2-carboxamido)benzylcarbamate (64 mg, example XC31) in CH2Cl2 (4 ml) was added TRIFLUOROACETIC ACID (5.92 g, 4 mL) and the reaction was stirred at 0 C for 1.5 hrs. The crude reaction mixture was concentrated in vacuo and the taken up in CH2Cl2 (80 mL) and washed with sat Na2CO3 (2×15 mL), water (2×15 mL) and concentrated to give rac-(2R,3S,4R,5S)-4-(4-Chloro-2-f...